From a dataset of the Open Reaction Database (ORD), a public repository of structured organic reaction records. describe an organic reaction: reactants, conditions, products, and yield Reaction SMILES: [Br:38][CH2:39][c:40]1[cH:41][c:42]([C:46]([F:47])([F:48])[F:49])[cH:43][cH:44][cH:45]1.[C:1](=[O:2])([O-:3])[O-:4].[C:7](#[N:8])[c:9]1[cH:10][c:11]([CH:35]([CH3:36])[CH3:37])[c:12]2[c:13]([n:14][c:15](-[c:17]3[cH:18][cH:19][c:20]([C:21](=[O:22])[NH:23][CH2:24][CH:25]4[CH2:26][CH2:27][NH:28][CH2:29][CH2:30][O:31]4)[cH:32][cH:33]3)[o:16]2)[cH:34]1.[CH3:50][OH:51].[K+:5].[K+:6]>>[C:7](#[N:8])[c:9]1[cH:10][c:11]([CH:35]([CH3:36])[CH3:37])[c:12]2[c:13]([n:14][c:15](-[c:17]3[cH:18][cH:19][c:20]([C:21](=[O:22])[NH:23][CH2:24][CH:25]4[CH2:26][CH2:27][N:28]([CH2:39][c:40]5[cH:41][c:42]([C:46]([F:47])([F:48])[F:49])[cH:43][cH:44][cH:45]5)[CH2:29][CH2:30][O:31]4)[cH:32][cH:33]3)[o:16]2)[cH:34]1. The reactants are FC(F)(F)c1cccc(CBr)c1, O=C([O-])[O-], CC(C)c1cc(C#N)cc2nc(-c3ccc(C(=O)NCC4CCNCCO4)cc3)oc12, CO, [K+], [K+]. The product is CC(C)c1cc(C#N)cc2nc(-c3ccc(C(=O)NCC4CCN(Cc5cccc(C(F)(F)F)c5)CCO4)cc3)oc12.